The task is: describe an organic reaction: reactants, conditions, products, and yield. This data is from the Open Reaction Database (ORD), a public repository of structured organic reaction records. RXN SMILES: [CH2:43]1[O:44][CH2:45][CH2:46][CH2:47]1.[CH:19](=[CH2:20])[O:21][CH2:22][CH3:23].[Cl-:41].[NH4+:42].[OH:1][C:2]12[CH2:3][CH2:4][CH2:5][CH2:6][CH2:7][CH2:8][CH2:9][CH2:10][CH2:11][CH:12]1[C:13](=[O:18])[CH2:14][CH:15]([CH3:17])[CH2:16]2.[c:24]1([CH3:25])[cH:26][cH:27][c:28]([S:29]([O-:30])(=[O:31])=[O:32])[cH:33][cH:34]1.[nH+:35]1[cH:36][cH:37][cH:38][cH:39][cH:40]1>>[O:1]([C:2]12[CH2:3][CH2:4][CH2:5][CH2:6][CH2:7][CH2:8][CH2:9][CH2:10][CH2:11][CH:12]1[C:13](=[O:18])[CH2:14][CH:15]([CH3:17])[CH2:16]2)[CH:19]=[CH2:20]. The product is C=COC12CCCCCCCCCC1C(=O)CC(C)C2. Reactants: C1CCOC1, C=COCC, [Cl-], [NH4+], CC1CC(=O)C2CCCCCCCCCC2(O)C1, Cc1ccc(S(=O)(=O)[O-])cc1, c1cc[nH+]cc1.